From a dataset of the Open Reaction Database (ORD), a public repository of structured organic reaction records. describe an organic reaction: reactants, conditions, products, and yield Starting materials: CC(C)(C)[Si](C)(C)Cl, NCCO, [Na+], CN(C)C=O, O, O=C([O-])O, c1c[nH]cn1. The product is CC(C)(C)[Si](C)(C)OCCN. RXN SMILES: [C:10]([CH3:11])([CH3:12])([CH3:13])[Si:14]([CH3:15])([CH3:16])[Cl:17].[NH2:1][CH2:2][CH2:3][OH:4].[Na+:18].[O:23]=[CH:24][N:25]([CH3:26])[CH3:27].[OH2:28].[OH:19][C:20](=[O:21])[O-:22].[nH:5]1[cH:6][cH:7][n:8][cH:9]1>>[NH2:1][CH2:2][CH2:3][O:4][Si:14]([C:10]([CH3:11])([CH3:12])[CH3:13])([CH3:15])[CH3:16]. Starting materials: 26, Cl.ClC1=C(C(C[N+](=O)[O-])NCCO)C=CC=C1 (2-{N-[o-chloro-α-(nitromethyl)benzyl]amino}ethanol hydrochloride), C(=O)=O (carbon dioxide), 20, C(=O)=O (carbon dioxide). The reagents and catalysts are [Ni] (Raney-Nickel). Run in CO (methanol). Reaction conditions: time 2 hour. Product: Cl.Cl.NCC(C1=C(C=CC=C1)Cl)NCCO (2-{N-[α-(aminomethyl)-o-chlorobenzyl]amino}ethanol dihydrochloride). As a reaction SMILES: [ClH:1].[Cl:2][C:3]1[CH:17]=[CH:16][CH:15]=[CH:14][C:4]=1[CH:5]([NH:10][CH2:11][CH2:12][OH:13])[CH2:6][N+:7]([O-])=O.C(=O)=O>[Ni].CO>[ClH:2].[ClH:1].[NH2:7][CH2:6][CH:5]([NH:10][CH2:11][CH2:12][OH:13])[C:4]1[CH:14]=[CH:15][CH:16]=[CH:17][C:3]=1[Cl:2] |f:0.1,5.6.7|. Reported procedure: To a mixture of 26 parts of 2-{N-[o-chloro-α-(nitromethyl)benzyl]amino}ethanol hydrochloride and 2 parts of Raney-Nickel catalyst is added 120 parts of methanol (cooled in a mixture of methaol/carbon dioxide), followed by the addition of 20 parts of carbon dioxide. The whole is hydrogenated at 50 lbs./sq. inch pressure over 2 hours. The catalyst is filtered off and the filtrate is acidified with an excess of 2-propanol previously saturated with gaseous hydrogen chloride. The precipitated salt is...